From a dataset of the Open Reaction Database (ORD), a public repository of structured organic reaction records. describe an organic reaction: reactants, conditions, products, and yield Reactants: [Li] (lithium), C(C)O (ethanol), N (ammonia), C(C)(C)[C@]12[C@H](CC[C@H]2[C@H]2[C@H](CC1)C=1C=CC(=CC1CC2)OC)O (13β-isopropyl-3-methoxy-gona-1,3,5(10)-trien-17β-ol). Run in O1CCCC1 (tetrahydrofuran), O (water). Conditions: time 10 minute. Yields the product C(C)(C)[C@]12[C@H](CC[C@H]2[C@H]2[C@H](CC1)C=1CC=C(CC1CC2)OC)O (13β-isopropyl-3-methoxy-gona-2,5(10)-dien-17β-ol). Isolated yield 99.4%. As a reaction SMILES: N.[CH:2]([C@:5]12[CH2:13][CH2:12][C@@H:11]3[C:14]4[CH:15]=[CH:16][C:17]([O:22][CH3:23])=[CH:18][C:19]=4[CH2:20][CH2:21][C@H:10]3[C@@H:9]1[CH2:8][CH2:7][C@@H:6]2[OH:24])([CH3:4])[CH3:3].[Li].C(O)C>O1CCCC1.O>[CH:2]([C@:5]12[CH2:13][CH2:12][C@@H:11]3[C:14]4[CH2:15][CH:16]=[C:17]([O:22][CH3:23])[CH2:18][C:19]=4[CH2:20][CH2:21][C@H:10]3[C@@H:9]1[CH2:8][CH2:7][C@@H:6]2[OH:24])([CH3:4])[CH3:3] |^1:24|. Reported procedure: Add liquid ammonia (100 cc.) to 13β-isopropyl-3-methoxy-gona-1,3,5(10)-trien-17β-ol (0.5 g.) in tetrahydrofuran (50 cc.) followed by lithium metal (0.5 g.), and stir the solution for 10 minutes. Then add ethanol (6 cc.) dropwise. When the blue color is discharged, add water and extract the product with ether. Evaporate the washed and dried extracts to give crude 13β-isopropyl-3-methoxy-gona-2,5(10)-dien-17β-ol (0.5 g.) as colorless gum. Reactants: C(C)(=O)OC[C@]12CCC(C=C1CC[C@H]1[C@@H]3CC[C@](C(C)=O)([C@]3(CC[C@H]21)C)OC(CCCCC)=O)=O (19-acetoxy-17-hexanoyloxy-4-pregnene-3,20-dione), COCOC (formaldehyde dimethylacetal), O=P12OP3(=O)OP(=O)(O1)OP(=O)(O2)O3 (phosphorus pentoxide). Solvent: C(Cl)Cl (methylene chloride). The product is C(C)(=O)OC[C@]12CCC(C=C1C(C[C@H]1[C@@H]3CC[C@](C(C)=O)([C@]3(CC[C@H]21)C)OC(CCCCC)=O)=C)=O (19-acetoxy-17-hexanoyloxy-6-methylene-4-pregnene-3,20-dione). RXN SMILES: [C:1]([O:4][CH2:5][C@@:6]12[C@@H:25]3[C@H:14]([C@H:15]4[C@:22]([CH3:26])([CH2:23][CH2:24]3)[C@@:18]([O:27][C:28](=[O:34])[CH2:29][CH2:30][CH2:31][CH2:32][CH3:33])([C:19](=[O:21])[CH3:20])[CH2:17][CH2:16]4)[CH2:13][CH2:12][C:11]1=[CH:10][C:9](=[O:35])[CH2:8][CH2:7]2)(=[O:3])[CH3:2].[CH3:36]OCOC.O=P12OP3(OP(OP(O3)(O1)=O)(=O)O2)=O>C(Cl)Cl>[C:1]([O:4][CH2:5][C@@:6]12[C@@H:25]3[C@H:14]([C@H:15]4[C@:22]([CH3:26])([CH2:23][CH2:24]3)[C@@:18]([O:27][C:28](=[O:34])[CH2:29][CH2:30][CH2:31][CH2:32][CH3:33])([C:19](=[O:21])[CH3:20])[CH2:17][CH2:16]4)[CH2:13][C:12](=[CH2:36])[C:11]1=[CH:10][C:9](=[O:35])[CH2:8][CH2:7]2)(=[O:3])[CH3:2]. Reported procedure: Analogously to Example 1, 1.0 g of 19-acetoxy-17-hexanoyloxy-4-pregnene-3,20-dione in 7 ml of methylene chloride is reacted with 4.9 ml of formaldehyde dimethylacetal and a mixture of 200 mg of phosphorus pentoxide and 1.5 g of kieselguhr W 20, and worked up. The crude product is purified on 110 g of silica gel with a hexane/acetone gradient (0-20% acetone), thus isolating 563 mg of 19-acetoxy-17-hexanoyloxy-6-methylene-4-pregnene-3,20-dione, mp 111°-112° C. The reactants are CC(C)=O, COc1cc(OC)nc(Oc2cccc(Cl)c2C=O)n1, [K+], O=[Mn](=O)(=O)[O-], [Na+], [Na+], [Na+], [Na+], [Na+], O, O=P([O-])([O-])[O-], O=S([O-])([O-])=S. Product: COc1cc(OC)nc(Oc2cccc(Cl)c2C(=O)O)n1. RXN SMILES: [CH3:42][C:43](=[O:44])[CH3:45].[Cl:1][c:2]1[cH:3][cH:4][cH:5][c:6]([O:10][c:11]2[n:12][c:13]([O:19][CH3:20])[cH:14][c:15]([O:17][CH3:18])[n:16]2)[c:7]1[CH:8]=[O:9].[K+:26].[Mn:21](=[O:22])([O-:23])(=[O:24])=[O:25].[Na+:32].[Na+:33].[Na+:34].[Na+:40].[Na+:41].[OH2:46].[P:27]([O-:28])([O-:29])([O-:30])=[O:31].[S:35]([O-:36])([O-:37])(=[O:38])=[S:39]>>[Cl:1][c:2]1[cH:3][cH:4][cH:5][c:6]([O:10][c:11]2[n:12][c:13]([O:19][CH3:20])[cH:14][c:15]([O:17][CH3:18])[n:16]2)[c:7]1[C:8](=[O:9])[OH:22].